This data is from the Open Reaction Database (ORD), a public repository of structured organic reaction records. The task is: describe an organic reaction: reactants, conditions, products, and yield The reactants are C(C1=CC=CC=C1)OC1=CC(=C(C(=C1)C)C1C(CCCC1=O)=O)C (2-(4-benzyloxy-2,6-dimethylphenyl)cyclohexane-1,3-dione), [H][H] (hydrogen). Reagents/catalysts: [Pd] (palladium on carbon). Run in C(C)(=O)OCC (ethyl acetate), CO (methanol). Yields the product OC1=CC(=C(C(=C1)C)C1C(CCCC1=O)=O)C (2-(4-hydroxy-2,6-dimethylphenyl)cyclohexane-1,3-dione). Reaction SMILES: C([O:8][C:9]1[CH:14]=[C:13]([CH3:15])[C:12]([CH:16]2[C:21](=[O:22])[CH2:20][CH2:19][CH2:18][C:17]2=[O:23])=[C:11]([CH3:24])[CH:10]=1)C1C=CC=CC=1.[H][H]>C(OCC)(=O)C.CO.[Pd]>[OH:8][C:9]1[CH:10]=[C:11]([CH3:24])[C:12]([CH:16]2[C:21](=[O:22])[CH2:20][CH2:19][CH2:18][C:17]2=[O:23])=[C:13]([CH3:15])[CH:14]=1. Reported procedure: To a solution of 2-(4-benzyloxy-2,6-dimethylphenyl)cyclohexane-1,3-dione (0.57 g, 0.0018 mol) in ethyl acetate (30 ml) and methanol (530 ml) is added 5% palladium on carbon (0.100 g), and the suspension is then stirred under 4 bar hydrogen pressure for 5 hours. The suspension is filtered through diatomaceous earth and the filtrate evaporated under reduced pressure to afford 2-(4-hydroxy-2,6-dimethylphenyl)cyclohexane-1,3-dione as a grey solid. Reactants: C1(CC1)C(=O)N(CC)CC1=C(C=CC(=C1)C=1C=NC(=CC1)OCC)C1=CC(=CC=C1OC)CC(=O)O ([2′-[(Cyclopropanecarbonyl-ethyl-amino)-methyl]-4′-(6-ethoxy-pyridin-3-yl)-6-methoxy-biphenyl-3-yl]-acetic acid), [OH-].[Na+] (sodium hydroxide). Solvent: C(C)O (ethanol). Run at time 1 hour. Product: [Na+].C1(CC1)C(=O)N(CC)CC1=C(C=CC(=C1)C=1C=NC(=CC1)OCC)C1=CC(=CC=C1OC)CC(=O)[O-] ([2′-[(Cyclopropanecarbonyl-ethyl-amino)-methyl]-4′-(6-ethoxy-pyridin-3-yl)-6-methoxy-biphenyl-3-yl]-acetic acid sodium salt). Reaction SMILES: [CH:1]1([C:4]([N:6]([CH2:9][C:10]2[CH:15]=[C:14]([C:16]3[CH:17]=[N:18][C:19]([O:22][CH2:23][CH3:24])=[CH:20][CH:21]=3)[CH:13]=[CH:12][C:11]=2[C:25]2[C:30]([O:31][CH3:32])=[CH:29][CH:28]=[C:27]([CH2:33][C:34]([OH:36])=[O:35])[CH:26]=2)[CH2:7][CH3:8])=[O:5])[CH2:3][CH2:2]1.[OH-].[Na+:38]>C(O)C>[Na+:38].[CH:1]1([C:4]([N:6]([CH2:9][C:10]2[CH:15]=[C:14]([C:16]3[CH:17]=[N:18][C:19]([O:22][CH2:23][CH3:24])=[CH:20][CH:21]=3)[CH:13]=[CH:12][C:11]=2[C:25]2[C:30]([O:31][CH3:32])=[CH:29][CH:28]=[C:27]([CH2:33][C:34]([O-:36])=[O:35])[CH:26]=2)[CH2:7][CH3:8])=[O:5])[CH2:2][CH2:3]1 |f:1.2,4.5|. Reported procedure: [2′-[(Cyclopropanecarbonyl-ethyl-amino)-methyl]-4′-(6-ethoxy-pyridin-3-yl)-6-methoxy-biphenyl-3-yl]-acetic acid (26.0 g, 53.2 mmol) was dissolved in ethanol (180 mL), sodium hydroxide (53.2 mL, 1N aq.) was added and the reaction was stirred at room temperature for 1 hour. The solution was filtered to remove solid impurities then concentrated. The residue was dissolved in water (˜150 mL) then frozen and lyophilized to afford the title compound. The reactants are O=C([O-])[O-], CC(C)=O, CCCn1nnn(-c2cc(O)c(F)cc2F)c1=O, CC(C)I, [K+], [K+]. Product: CCCn1nnn(-c2cc(OC(C)C)c(F)cc2F)c1=O. RXN SMILES: [C:19](=[O:20])([O-:21])[O-:22].[CH3:29][C:30](=[O:31])[CH3:32].[F:1][c:2]1[c:3](-[n:10]2[n:11][n:12][n:13]([CH2:16][CH2:17][CH3:18])[c:14]2=[O:15])[cH:4][c:5]([OH:9])[c:6]([F:8])[cH:7]1.[I:25][CH:26]([CH3:27])[CH3:28].[K+:23].[K+:24]>>[F:1][c:2]1[c:3](-[n:10]2[n:11][n:12][n:13]([CH2:16][CH2:17][CH3:18])[c:14]2=[O:15])[cH:4][c:5]([O:9][CH:26]([CH3:27])[CH3:28])[c:6]([F:8])[cH:7]1. Starting materials: S1C(=CC=C1)CC(=O)Cl (2-thiopheneacetyl chloride), O (water), ClC=1C=C(C=CC1)NN=C(C(C)=O)C(C)=O (Pentan-2,3,4-trione 3-(3-chlorophenylhydrazone)), [H-].[Na+] (sodium hydride). Solvent: O1CCCC1 (tetrahydrofuran), O1CCCC1 (tetrahydrofuran). Reaction conditions: time 30 minute. Yields the product C(C)(=O)C=1C(=C(C(N(N1)C1=CC(=CC=C1)Cl)=O)C=1SC=CC1)C (6-acetyl-2-(3-chlorophenyl)-5-methyl-4-(2-thienyl)-3(2H)-pyridazinone). Isolated yield 63.4%. Reaction SMILES: [Cl:1][C:2]1[CH:3]=[C:4]([NH:8][N:9]=[C:10]([C:14](=O)[CH3:15])[C:11](=[O:13])[CH3:12])[CH:5]=[CH:6][CH:7]=1.[H-].[Na+].[S:19]1[CH:23]=[CH:22][CH:21]=[C:20]1[CH2:24][C:25](Cl)=[O:26].O>O1CCCC1>[C:11]([C:10]1[C:14]([CH3:15])=[C:24]([C:20]2[S:19][CH:23]=[CH:22][CH:21]=2)[C:25](=[O:26])[N:8]([C:4]2[CH:5]=[CH:6][CH:7]=[C:2]([Cl:1])[CH:3]=2)[N:9]=1)(=[O:13])[CH3:12] |f:1.2|. Reported procedure: Pentan-2,3,4-trione 3-(3-chlorophenylhydrazone) (2.39 g) was added to a suspension of 66% sodium hydride (0.77 g) in anhydrous tetrahydrofuran (40 ml) under ice cooling, followed by stirring at room temperature for 30 minutes. Then, a solution of 2-thiopheneacetyl chloride (1.77 g) in anhydrous tetrahydrofuran (10 ml) was added dropwise under ice cooling, followed by stirring at room temperature for 2 hours. The reaction mixture was poured into water and extracted with ethyl acetate. After washi... Starting materials: C(CC)(=O)NO (Propiohydroxamic acid), CN=C=O (methyl isocyanate). The reagents and catalysts are C(C)N(CC)CC (triethylamine). Run in C(Cl)Cl (methylene chloride). Run at time 48 hour. Yields the product CNC(=O)N(C(CC)=O)OC(=O)NC (N-((methylamino)carbonyl)-N-(((methyl-amino)carbonyl)oxy)propionamide). As a reaction SMILES: [C:1]([NH:5][OH:6])(=[O:4])[CH2:2][CH3:3].[CH3:7][N:8]=[C:9]=[O:10]>C(N(CC)CC)C.C(Cl)Cl>[CH3:7][NH:8][C:9]([N:5]([O:6][C:9]([NH:8][CH3:7])=[O:10])[C:1](=[O:4])[CH2:2][CH3:3])=[O:10]. Procedure: Propiohydroxamic acid (4.5 grams), methyl isocyanate (6.0 grams), and a few drops of triethylamine were stirred for about one hour in about 50 ml of methylene chloride. The resulting solution was allowed to stand at room temperature for about 48 hours, after which the solvent was removed by evaporation leaving a residue. The residue was recrystallized from a mixture of methylene chloride and hexane leaving the desired, N-((methylamino)carbonyl)-N-(((methylamino)carbonyl)-oxy)propionamide as whit... The reactants are COC=1C=C(CNC2=NC(=CC(=C2)I)C(F)(F)F)C=CC1OC (N-(3,4-dimethoxybenzyl)-4-iodo-6-(tri-fluoromethyl)pyridin-2-amine), CC1(OB(OC1(C)C)C1=C(C=NC=C1)N)C (4-(4,4,5,5-tetramethyl-1,3,2-dioxaborolan-2-yl)pyridin-3-amine). Reagents/catalysts: C1=CC=C(C=C1)P([C-]2C=CC=C2)C3=CC=CC=C3.C1=CC=C(C=C1)P([C-]2C=CC=C2)C3=CC=CC=C3.Cl[Pd]Cl.[Fe+2].C(Cl)Cl (Pd(dppf)Cl2 DCM). Run in COCCOC (DME). Yields the product COC=1C=C(CNC2=NC(=CC(=C2)C2=C(C=NC=C2)N)C(F)(F)F)C=CC1OC (N2-(3,4-dimethoxybenzyl)-6-(trifluoromethyl)-4,4′-bipyridine-2,3′-diamine). Yield: 38.0%. Reaction SMILES: [CH3:1][O:2][C:3]1[CH:4]=[C:5]([CH:19]=[CH:20][C:21]=1[O:22][CH3:23])[CH2:6][NH:7][C:8]1[CH:13]=[C:12](I)[CH:11]=[C:10]([C:15]([F:18])([F:17])[F:16])[N:9]=1.CC1(C)C(C)(C)OB([C:32]2[CH:37]=[CH:36][N:35]=[CH:34][C:33]=2[NH2:38])O1>COCCOC.C1C=CC(P(C2C=CC=CC=2)[C-]2C=CC=C2)=CC=1.C1C=CC(P(C2C=CC=CC=2)[C-]2C=CC=C2)=CC=1.Cl[Pd]Cl.[Fe+2].C(Cl)Cl>[CH3:1][O:2][C:3]1[CH:4]=[C:5]([CH:19]=[CH:20][C:21]=1[O:22][CH3:23])[CH2:6][NH:7][C:8]1[CH:13]=[C:12]([C:32]2[CH:37]=[CH:36][N:35]=[CH:34][C:33]=2[NH2:38])[CH:11]=[C:10]([C:15]([F:18])([F:17])[F:16])[N:9]=1 |f:3.4.5.6.7|. Procedure: Method 26 was followed using N-(3,4-dimethoxybenzyl)-4-iodo-6-(tri-fluoromethyl)pyridin-2-amine (1.0 equiv.), 4-(4,4,5,5-tetramethyl-1,3,2-dioxaborolan-2-yl)pyridin-3-amine (3 equiv.), Pd(dppf)Cl2 DCM (0.10 equiv.) in DME/2M Na2CO3 (3:1, 0.07 M) at 50° C. for 45 min. Purification via reverse phase HPLC afforded N2-(3,4-dimethoxybenzyl)-6-(trifluoromethyl)-4,4′-bipyridine-2,3′-diamine in 38% yield. LCMS (m/z): 402.1 (MH+); LC Rt=3.0 min. Starting materials: Cc1cc(NC(=O)NCCN2CCC(NC(=O)OC(C)(C)C)CC2)c2ccccc2n1, CC(=O)O, Cl. Yields the product Cc1cc(NC(=O)NCCN2CCC(N)CC2)c2ccccc2n1. As a reaction SMILES: [C:1]([O:2][C:3](=[O:4])[NH:7][CH:8]1[CH2:9][CH2:10][N:11]([CH2:14][CH2:15][NH:16][C:17](=[O:18])[NH:19][c:20]2[cH:21][c:22]([CH3:30])[n:23][c:24]3[cH:25][cH:26][cH:27][cH:28][c:29]23)[CH2:12][CH2:13]1)([CH3:5])([CH3:6])[CH3:31].[C:33]([OH:34])(=[O:35])[CH3:36].[ClH:32]>>[NH2:7][CH:8]1[CH2:9][CH2:10][N:11]([CH2:14][CH2:15][NH:16][C:17](=[O:18])[NH:19][c:20]2[cH:21][c:22]([CH3:30])[n:23][c:24]3[cH:25][cH:26][cH:27][cH:28][c:29]23)[CH2:12][CH2:13]1. Starting materials: C(C)(C)(C)C1=CC(=C(N)C(=C1)CSC)Cl (4-t-Butyl-2-chloro-6-(methylthiomethyl)aniline), ether-hexane. The reagents and catalysts are [Ni] (Raney nickel). Solvent: CO (methanol). Yields the product C(C)(C)(C)C1=CC(=C(N)C(=C1)C)Cl (4-t-Butyl-2-chloro-6-methylaniline). Reaction SMILES: [C:1]([C:5]1[CH:11]=[C:10]([CH2:12]SC)[C:8]([NH2:9])=[C:7]([Cl:15])[CH:6]=1)([CH3:4])([CH3:3])[CH3:2]>CO.[Ni]>[C:1]([C:5]1[CH:11]=[C:10]([CH3:12])[C:8]([NH2:9])=[C:7]([Cl:15])[CH:6]=1)([CH3:4])([CH3:3])[CH3:2]. Procedure: 4-t-Butyl-2-chloro-6-(methylthiomethyl)aniline (1.3 g) was dissolved in methanol (50 ml) and Raney nickel (prewashed to pH 7) was added portionwise until t.l.c. indicated all starting material had reacted (ether-hexane, 1:10). The Raney nickel was removed by filtration through celite and the flitrate was evaporated. The residue was dissolved in ether and washed with brine, dried (MgSO4) and evaporated. The residue was purified on silica using hexane--5% ether in hexane as eluant to afford the pr... Reactants: COC1=CC2=C(CC(NN=C2C2=CC=CC=C2)=S)C=C1 (8-methoxy-1-phenyl-4,5-dihydro-3H-2,3-benzodiazepine-4-thione), CCOCCO (Cellosolve), NCC1(OCCO1)C (2-aminomethyl-2-methyl-1,3-dioxolane), O (water). The solvent is COCCO (ethylene glycol monomethyl ether). Run at time 10 hour. Product: COC1=CC2=C(CC=3N(N=C2C2=CC=CC=C2)C(=CN3)C)C=C1 (8-Methoxy-3-methyl-6-phenyl-11H-imidazo[1,2-c][2,3]benzodiazepine). Reaction SMILES: [CH3:1][O:2][C:3]1[CH:20]=[CH:19][C:6]2[CH2:7][C:8](=S)[NH:9][N:10]=[C:11]([C:12]3[CH:17]=[CH:16][CH:15]=[CH:14][CH:13]=3)[C:5]=2[CH:4]=1.CCOCCO.[NH2:27][CH2:28][C:29]1([CH3:34])OCCO1.O>COCCO>[CH3:1][O:2][C:3]1[CH:20]=[CH:19][C:6]2[CH2:7][C:8]3[N:9]([C:29]([CH3:34])=[CH:28][N:27]=3)[N:10]=[C:11]([C:12]3[CH:17]=[CH:16][CH:15]=[CH:14][CH:13]=3)[C:5]=2[CH:4]=1. Procedure: 500 mg of 8-methoxy-1-phenyl-4,5-dihydro-3H-2,3-benzodiazepine-4-thione is stirred in 1.5 ml of ethylene glycol monomethyl ether (Cellosolve® and 548 mg of 2-aminomethyl-2-methyl-1,3-dioxolane while argon is passing through it for 10 hours at 60° C. After filtration and washing with cold ethanol and diisopropyl ether, 550 mg of imino compound, which is dissolved in 10 ml of ethanol, mixed with 10 ml of concentrated hydrocholoric acid and refluxed for 3 hours, is obtained. It is added to water, s... The reactants are COc1ccc(-c2nc(-c3cccs3)c[nH]2)cc1Br, Br, CC(=O)O. Product: Oc1ccc(-c2nc(-c3cccs3)c[nH]2)cc1Br. As a reaction SMILES: [Br:1][c:2]1[cH:3][c:4](-[c:10]2[nH:11][cH:12][c:13](-[c:15]3[s:16][cH:17][cH:18][cH:19]3)[n:14]2)[cH:5][cH:6][c:7]1[O:8][CH3:9].[BrH:20].[C:21]([OH:22])(=[O:23])[CH3:24]>>[Br:1][c:2]1[cH:3][c:4](-[c:10]2[nH:11][cH:12][c:13](-[c:15]3[s:16][cH:17][cH:18][cH:19]3)[n:14]2)[cH:5][cH:6][c:7]1[OH:8].